This data is from the Open Reaction Database (ORD), a public repository of structured organic reaction records. The task is: describe an organic reaction: reactants, conditions, products, and yield Reactants: [N+](=O)([O-])C=1C=NN(C1)C1(CCC1)C(=O)OCC (ethyl 1-(4-nitro-1H-pyrazol-1-yl)cyclobutanecarboxylate), [BH4-].[Li+] (lithium tetrahydroborate), O (Water). The solvent is O1CCCC1 (tetrahydrofuran). Conditions: time 3 hour. Product: [N+](=O)([O-])C=1C=NN(C1)C1(CCC1)CO ((1-(4-nitro-1H-pyrazol-1-yl)cyclobutyl)methanol). Yield: 99.5%. Reaction SMILES: [N+:1]([C:4]1[CH:5]=[N:6][N:7]([C:9]2([C:13](OCC)=[O:14])[CH2:12][CH2:11][CH2:10]2)[CH:8]=1)([O-:3])=[O:2].[BH4-].[Li+].O>O1CCCC1>[N+:1]([C:4]1[CH:5]=[N:6][N:7]([C:9]2([CH2:13][OH:14])[CH2:12][CH2:11][CH2:10]2)[CH:8]=1)([O-:3])=[O:2] |f:1.2|. Procedure details: To a solution of ethyl 1-(4-nitro-1H-pyrazol-1-yl)cyclobutanecarboxylate (500 mg) obtained in Step A of Example 127 in tetrahydrofuran (30 mL) was added lithium tetrahydroborate (68 mg), and the mixture was stirred at room temperature for 3 hr. Water was poured into the reaction mixture, and the mixture was extracted with ethyl acetate. The obtained organic layer was washed with saturated brine, and dried over anhydrous magnesium sulfate, and the solvent was evaporated under reduced pressure. Th... Starting materials: ClC=1N=C(C(=NC1)N)OC (5-chloro-3-methoxy-2-pyrazinamine), ClC=1C(=C(C=CC1)S(=O)(=O)Cl)C (3-chloro-2-methylbenzenesulphonyl chloride). Yields the product ClC=1C(=C(C=CC1)S(=O)(=O)NC1=NC=C(N=C1OC)Cl)C (3-Chloro-N-(5-chloro-3-methoxy-2-pyrazinyl)-2-methylbenzenesulphonamide). Reaction SMILES: [Cl:1][C:2]1[N:3]=[C:4]([O:9][CH3:10])[C:5]([NH2:8])=[N:6][CH:7]=1.[Cl:11][C:12]1[C:13]([CH3:22])=[C:14]([S:18](Cl)(=[O:20])=[O:19])[CH:15]=[CH:16][CH:17]=1>>[Cl:11][C:12]1[C:13]([CH3:22])=[C:14]([S:18]([NH:8][C:5]2[C:4]([O:9][CH3:10])=[N:3][C:2]([Cl:1])=[CH:7][N:6]=2)(=[O:20])=[O:19])[CH:15]=[CH:16][CH:17]=1. Reported procedure: Prepared by the method of Example 1 (reaction performed at room temperature) using 5-chloro-3-methoxy-2-pyrazinamine (0.1 g) and 3-chloro-2-methylbenzenesulphonyl chloride (0.15 g). Yield 0.085 g. The reactants are NC1=C(C(=NC(=C1C)C1=CC(=C(C=C1)C(F)(F)F)F)C(=O)OC)Cl (methyl 4-amino-3-chloro-6-(3-fluoro-4-(trifluoromethyl)phenyl)-5-methylpicolinate), [OH-].[Na+] (NaOH), Cl (HCl). The solvent is CO (methanol). Reaction conditions: time 18 hour. The product is NC1=C(C(=NC(=C1C)C1=CC(=C(C=C1)C(F)(F)F)F)C(=O)O)Cl (4-amino-3-chloro-6-(3-fluoro-4-(trifluoromethyl)phenyl)-5-methylpicolinic acid). Isolated yield 59.5%. As a reaction SMILES: [NH2:1][C:2]1[C:7]([CH3:8])=[C:6]([C:9]2[CH:14]=[CH:13][C:12]([C:15]([F:18])([F:17])[F:16])=[C:11]([F:19])[CH:10]=2)[N:5]=[C:4]([C:20]([O:22]C)=[O:21])[C:3]=1[Cl:24].[OH-].[Na+].Cl>CO>[NH2:1][C:2]1[C:7]([CH3:8])=[C:6]([C:9]2[CH:14]=[CH:13][C:12]([C:15]([F:17])([F:16])[F:18])=[C:11]([F:19])[CH:10]=2)[N:5]=[C:4]([C:20]([OH:22])=[O:21])[C:3]=1[Cl:24] |f:1.2|. Procedure: To methyl 4-amino-3-chloro-6-(3-fluoro-4-(trifluoromethyl)phenyl)-5-methylpicolinate (0.35 g, 0.96 mmol) in methanol (6.4 mL) was added 2 N NaOH (1.93 mL, 3.9 mmol), and the reaction was stirred at room temperature for 18 h. The solution was acidified with 2 N HCl and the precipitate was vacuum filtered to afford the title compound as a white powder (199 mg, 59%). Reactants: C1CCC2=NCCCN2CC1, COCCOC, CS(=O)c1nc(N)nc(-c2ccco2)c1C#N, OCCc1ccccn1. Yields the product N#Cc1c(OCCc2ccccn2)nc(N)nc1-c1ccco1. RXN SMILES: [CH2:27]1[CH2:28][CH2:29][C:30]2=[N:35][CH2:34][CH2:33][CH2:32][N:31]2[CH2:36][CH2:37]1.[CH3:38][O:39][CH2:40][CH2:41][O:42][CH3:43].[NH2:1][c:2]1[n:3][c:4]([S:15]([CH3:16])=[O:17])[c:5]([C:13]#[N:14])[c:6](-[c:8]2[o:9][cH:10][cH:11][cH:12]2)[n:7]1.[OH:18][CH2:19][CH2:20][c:21]1[n:22][cH:23][cH:24][cH:25][cH:26]1>>[NH2:1][c:2]1[n:3][c:4]([O:18][CH2:19][CH2:20][c:21]2[n:22][cH:23][cH:24][cH:25][cH:26]2)[c:5]([C:13]#[N:14])[c:6](-[c:8]2[o:9][cH:10][cH:11][cH:12]2)[n:7]1. Reactants: C=C(C)C(=O)Cl, O=C(c1ccccc1)c1ccc(O)cc1, c1ccncc1. Product: C=C(C)C(=O)Oc1ccc(C(=O)c2ccccc2)cc1. As a reaction SMILES: [C:16]([C:17](=[CH2:18])[CH3:19])(=[O:20])[Cl:21].[OH:1][c:2]1[cH:3][cH:4][c:5]([C:6](=[O:7])[c:8]2[cH:9][cH:10][cH:11][cH:12][cH:13]2)[cH:14][cH:15]1.[cH:22]1[cH:23][cH:24][n:25][cH:26][cH:27]1>>[O:1]([c:2]1[cH:3][cH:4][c:5]([C:6](=[O:7])[c:8]2[cH:9][cH:10][cH:11][cH:12][cH:13]2)[cH:14][cH:15]1)[C:16]([C:17](=[CH2:18])[CH3:19])=[O:20]. Starting materials: O[C@H]1C[C@@H](CC2=CC=C3[C@@H]4CC[C@H]([C@@H](CCC(C(C)C)OC(C5=CC=CC=C5)=O)C)[C@]4(CC[C@@H]3[C@@]12C)C)OC(C1=CC=CC=C1)=O (1α-hydroxy-3β,24-dibenzoyloxycholesta-5,7-diene), C(C)OCC (diethyl ether). The product is C(C)(=O)O[C@H]1C[C@@H](CC2=CC=C3[C@@H]4CC[C@H]([C@@H](CCC(C(C)C)OC(C)=O)C)[C@]4(CC[C@@H]3[C@@]12C)C)OC(C)=O (1α,3β,24-triacetoxy-cholesta-5,7-diene), C[C@H](CCC(C(C)C)O)[C@H]1CC[C@@H]\2[C@@]1(CCC/C2=C\C=C/3\C[C@H](C[C@@H](C3=C)O)O)C (1α,24-dihydroxycholecalciferol). RXN SMILES: [OH:1][C@@H:2]1[C@@:35]2([CH3:36])[C:6](=[CH:7][CH:8]=[C:9]3[C@@H:34]2[CH2:33][CH2:32][C@@:31]2([CH3:37])[C@H:10]3[CH2:11][CH2:12][C@@H:13]2[C@H:14]([CH3:30])[CH2:15][CH2:16][CH:17]([O:21][C:22](=[O:29])[C:23]2C=CC=CC=2)[CH:18]([CH3:20])[CH3:19])[CH2:5][C@@H:4]([O:38][C:39](=[O:46])[C:40]2C=CC=CC=2)[CH2:3]1.[CH2:47]([O:49]CC)[CH3:48]>>[C:47]([O:1][C@@H:2]1[C@@:35]2([CH3:36])[C:6](=[CH:7][CH:8]=[C:9]3[C@@H:34]2[CH2:33][CH2:32][C@@:31]2([CH3:37])[C@H:10]3[CH2:11][CH2:12][C@@H:13]2[C@H:14]([CH3:30])[CH2:15][CH2:16][CH:17]([O:21][C:22](=[O:29])[CH3:23])[CH:18]([CH3:19])[CH3:20])[CH2:5][C@@H:4]([O:38][C:39](=[O:46])[CH3:40])[CH2:3]1)(=[O:49])[CH3:48].[CH3:30][C@@H:14]([C@@H:13]1[C@@:31]2([CH3:37])[CH2:32][CH2:33][CH2:34]/[C:9](=[CH:8]\[CH:7]=[C:6]3\[CH2:5][C@@H:4]([OH:38])[CH2:3][C@H:2]([OH:1])[C:35]\3=[CH2:36])/[C@@H:10]2[CH2:11][CH2:12]1)[CH2:15][CH2:16][CH:17]([OH:21])[CH:18]([CH3:19])[CH3:20]. Procedure: 20 mg of 1α-hydroxy-3β,24-dibenzoyloxycholesta-5,7-diene was dissolved in 500 ml. of diethyl ether. The solution was irradiated with ultraviolet rays, isomerized, and hydrolyzed in the same way as in Example 21, (B) to afford 1.9 mg of 1α,24-dihydroxycholecalciferol which showed the same properties as the product obtained in Example 20. Product: FC1=C(C=CC(=C1)C(C)C=1N=C(SC1)NC(=S)N)C1=CC=CC=C1 (N-(4-(1-(2-fluoro-4-biphenylyl)ethyl)thiazol-2-yl)thiourea). Reactants: C(C1=CC=CC=C1)(=O)NC(=S)NC=1SC=C(N1)C(C)C1=CC(=C(C=C1)C1=CC=CC=C1)F (N-benzoyl-N'-(4-(1-(2-fluoro-4-biphenylyl)ethyl)thiazol-2-yl)thiourea), CC(=O)C (acetone), CO (methanol), C([O-])([O-])=O.[K+].[K+] (potassium carbonate). Run in O (water). The yield is 85.8%. RXN SMILES: C([NH:9][C:10]([NH:12][C:13]1[S:14][CH:15]=[C:16]([CH:18]([C:20]2[CH:25]=[CH:24][C:23]([C:26]3[CH:31]=[CH:30][CH:29]=[CH:28][CH:27]=3)=[C:22]([F:32])[CH:21]=2)[CH3:19])[N:17]=1)=[S:11])(=O)C1C=CC=CC=1.CC(C)=O.CO.C(=O)([O-])[O-].[K+].[K+]>O>[F:32][C:22]1[CH:21]=[C:20]([CH:18]([C:16]2[N:17]=[C:13]([NH:12][C:10]([NH2:9])=[S:11])[S:14][CH:15]=2)[CH3:19])[CH:25]=[CH:24][C:23]=1[C:26]1[CH:31]=[CH:30][CH:29]=[CH:28][CH:27]=1 |f:3.4.5|. Reported procedure: To N-benzoyl-N'-(4-(1-(2-fluoro-4-biphenylyl)ethyl)thiazol-2-yl)thiourea (0.25 g, 0.561 mmol) in mixture of acetone (10 ml) and methanol (2.5 ml) was added potassium carbonate (0.05 g) in water (1 ml). After the mixture was refluxed for 5 h, the mixture was extracted with ethyl acetate. The extracts were washed with water, dried over, and evaporated under reduced pressure to residue, which was chromatographed and recrystallized with mixture of chloroform and n-hexane to afford N-(4-(1-(2-fluoro-...